From a dataset of the Open Reaction Database (ORD), a public repository of structured organic reaction records. describe an organic reaction: reactants, conditions, products, and yield Reactants: ClC1=CC=C(C=N1)OC(C=O)(C)C (2-(6-chloropyridin-3-yloxy)-2-methylpropanal), C(C)(=O)O[BH-](OC(C)=O)OC(C)=O.[Na+] (sodium triacetoxyborohydride), solution, CNC (dimethylamine), C(C)(=O)O (acetic acid), C([O-])(O)=O.[Na+] (sodium bicarbonate). Solvent: ClCCl (dichloromethane), ClCCl (Dichloromethane). Run at temperature 50 celsius, time 16 hour. Yields the product ClC1=CC=C(C=N1)OC(CN(C)C)(C)C (2-(6-chloropyridin-3-yloxy)-N,N,2-trimethylpropan-1-amine). Reaction SMILES: [Cl:1][C:2]1[N:7]=[CH:6][C:5]([O:8][C:9]([CH3:13])([CH3:12])[CH:10]=O)=[CH:4][CH:3]=1.C(O[BH-](OC(=O)C)OC(=O)C)(=O)C.[Na+].C(O)(=O)C.[CH3:32][NH:33][CH3:34].C(=O)(O)[O-].[Na+]>ClCCl>[Cl:1][C:2]1[N:7]=[CH:6][C:5]([O:8][C:9]([CH3:13])([CH3:12])[CH2:10][N:33]([CH3:34])[CH3:32])=[CH:4][CH:3]=1 |f:1.2,5.6|. Procedure details: To a large capacity microwave tube containing 2-(6-chloropyridin-3-yloxy)-2-methylpropanal (354 mg, 1.77 mmol) and sodium triacetoxyborohydride (940 mg, 4.43 mmol) in dry dichloromethane (4 ml) was added glacial acetic acid (0.81 ml, 14.2 mmol) followed by a 2 M solution of dimethylamine (14.2 ml, 28.4 mmol, in tetrahydrofuran). The tube was capped and heated to 50° C. (oil bath) with vigorous stirring for 16 hours. The mixture was cooled to ambient and the contents poured into a separatory funn... The reactants are C(C)(C)(C)OC(=O)[C@@H]1NC(N(C1)CC1=CC=C(C=C1)OC1=CC=C(C=C1)F)=O ((4R)-1-[4-(4-fluorophenoxy)benzyl]-2-oxo-imidazolidine-4-carboxylic acid tert-butyl ester), FC(C(=O)O)(F)F (trifluoroacetic acid). Run in C(Cl)Cl (CH2Cl2). Conditions: time 2.5 hour. The product is FC1=CC=C(OC2=CC=C(CN3C(N[C@H](C3)C(=O)O)=O)C=C2)C=C1 ((4R)-1-[4-(4-Fluorophenoxy)benzyl]-2-oxo-imidazolidine-4-carboxylic Acid). As a reaction SMILES: C([O:5][C:6]([C@H:8]1[CH2:12][N:11]([CH2:13][C:14]2[CH:19]=[CH:18][C:17]([O:20][C:21]3[CH:26]=[CH:25][C:24]([F:27])=[CH:23][CH:22]=3)=[CH:16][CH:15]=2)[C:10](=[O:28])[NH:9]1)=[O:7])(C)(C)C.FC(F)(F)C(O)=O>C(Cl)Cl>[F:27][C:24]1[CH:23]=[CH:22][C:21]([O:20][C:17]2[CH:18]=[CH:19][C:14]([CH2:13][N:11]3[CH2:12][C@H:8]([C:6]([OH:7])=[O:5])[NH:9][C:10]3=[O:28])=[CH:15][CH:16]=2)=[CH:26][CH:25]=1. Procedure details: A solution of (4R)-1-[4-(4-fluorophenoxy)benzyl]-2-oxo-imidazolidine-4-carboxylic acid tert-butyl ester (810 mg, 1.56 mmol) in CH2Cl2 (8 mL) was treated with trifluoroacetic acid (8 mL). The reaction mixture was stirred at room temperature for 2.5 hours and concentrated to leave an oil. The title compound, a white solid (297 mg, 58%), was collected by filtration, after triturating the oil with a mixture of warm diethyl ether and hexane. Reactants: Br, C1COCCO1, [Cu]Br, O=N[O-], N#Cc1ccccc1-c1cc(N)cc(F)c1, [Na+], O. Yields the product N#Cc1ccccc1-c1cc(F)cc(Br)c1. As a reaction SMILES: [BrH:21].[CH2:22]1[O:23][CH2:24][CH2:25][O:26][CH2:27]1.[Cu:29][Br:30].[N:17]([O-:18])=[O:19].[NH2:1][c:2]1[cH:3][c:4]([F:16])[cH:5][c:6](-[c:8]2[c:9]([C:14]#[N:15])[cH:10][cH:11][cH:12][cH:13]2)[cH:7]1.[Na+:20].[OH2:28]>>[c:2]1([Br:21])[cH:3][c:4]([F:16])[cH:5][c:6](-[c:8]2[c:9]([C:14]#[N:15])[cH:10][cH:11][cH:12][cH:13]2)[cH:7]1. Reactants: CC(C)OB(OC(C)C)OC(C)C, CN1CCN(S(=O)(=O)c2ccc(Br)cc2)CC1, [Li]CCCC, Cl, Nc1ncc(Br)nc1C(=O)NCCc1cccs1, [Na+], [Na+], O=C([O-])[O-], C1CCOC1. Yields the product Cl, CN1CCN(S(=O)(=O)c2ccc(-c3cnc(N)c(C(=O)NCCc4cccs4)n3)cc2)CC1. Reaction SMILES: [B:1]([O:2][CH:3]([CH3:4])[CH3:5])([O:6][CH:7]([CH3:8])[CH3:9])[O:10][CH:11]([CH3:12])[CH3:13].[Br:14][c:15]1[cH:16][cH:17][c:18]([S:21](=[O:22])(=[O:23])[N:24]2[CH2:25][CH2:26][N:27]([CH3:30])[CH2:28][CH2:29]2)[cH:19][cH:20]1.[CH2:31]([Li:32])[CH2:33][CH2:34][CH3:35].[ClH:36].[NH2:43][c:44]1[c:45]([C:51](=[O:52])[NH:53][CH2:54][CH2:55][c:56]2[s:57][cH:58][cH:59][cH:60]2)[n:46][c:47]([Br:50])[cH:48][n:49]1.[Na+:37].[Na+:38].[O-:39][C:40](=[O:41])[O-:42].[O:61]1[CH2:62][CH2:63][CH2:64][CH2:65]1>>[ClH:36].[c:15]1(-[c:47]2[n:46][c:45]([C:51](=[O:52])[NH:53][CH2:54][CH2:55][c:56]3[s:57][cH:58][cH:59][cH:60]3)[c:44]([NH2:43])[n:49][cH:48]2)[cH:16][cH:17][c:18]([S:21](=[O:22])(=[O:23])[N:24]2[CH2:25][CH2:26][N:27]([CH3:30])[CH2:28][CH2:29]2)[cH:19][cH:20]1. Starting materials: [BH4-], CCOC(=O)Cc1ccc(OC)c(-c2ccc(C(F)(F)F)cc2C#N)c1, C1CCOC1, CO, Cl, Cl[Co]Cl, [Na+], O, O, O, O, O, O. Product: CCOC(=O)Cc1ccc(OC)c(-c2ccc(C(F)(F)F)cc2CN)c1. Reaction SMILES: [BH4-:27].[CH2:1]([CH3:2])[O:3][C:4]([CH2:5][c:6]1[cH:7][c:8](-[c:14]2[c:15]([C:24]#[N:25])[cH:16][c:17]([C:20]([F:21])([F:22])[F:23])[cH:18][cH:19]2)[c:9]([O:12][CH3:13])[cH:10][cH:11]1)=[O:26].[CH2:32]1[O:33][CH2:34][CH2:35][CH2:36]1.[CH3:30][OH:31].[ClH:29].[Co:43]([Cl:44])[Cl:45].[Na+:28].[OH2:37].[OH2:38].[OH2:39].[OH2:40].[OH2:41].[OH2:42]>>[CH2:1]([CH3:2])[O:3][C:4]([CH2:5][c:6]1[cH:7][c:8](-[c:14]2[c:15]([CH2:24][NH2:25])[cH:16][c:17]([C:20]([F:21])([F:22])[F:23])[cH:18][cH:19]2)[c:9]([O:12][CH3:13])[cH:10][cH:11]1)=[O:26]. Starting materials: Clc1ccc(C2OC(COCc3ccccc3)C(OCc3ccccc3)C(OCc3ccccc3)C2OCc2ccccc2)cc1CBr, CCO, N#C[K], O. Product: N#CCc1cc(C2OC(COCc3ccccc3)C(OCc3ccccc3)C(OCc3ccccc3)C2OCc2ccccc2)ccc1Cl. As a reaction SMILES: [CH2:1]([c:2]1[cH:3][cH:4][cH:5][cH:6][cH:7]1)[O:8][CH:9]1[CH:10]([CH2:40][O:41][CH2:42][c:43]2[cH:44][cH:45][cH:46][cH:47][cH:48]2)[O:11][CH:12]([c:31]2[cH:32][c:33]([CH2:38][Br:39])[c:34]([Cl:37])[cH:35][cH:36]2)[CH:13]([O:23][CH2:24][c:25]2[cH:26][cH:27][cH:28][cH:29][cH:30]2)[CH:14]1[O:15][CH2:16][c:17]1[cH:18][cH:19][cH:20][cH:21][cH:22]1.[CH3:52][CH2:53][OH:54].[K:49][C:50]#[N:51].[OH2:55]>>[CH2:1]([c:2]1[cH:3][cH:4][cH:5][cH:6][cH:7]1)[O:8][CH:9]1[CH:10]([CH2:40][O:41][CH2:42][c:43]2[cH:44][cH:45][cH:46][cH:47][cH:48]2)[O:11][CH:12]([c:31]2[cH:32][c:33]([CH2:38][C:50]#[N:51])[c:34]([Cl:37])[cH:35][cH:36]2)[CH:13]([O:23][CH2:24][c:25]2[cH:26][cH:27][cH:28][cH:29][cH:30]2)[CH:14]1[O:15][CH2:16][c:17]1[cH:18][cH:19][cH:20][cH:21][cH:22]1. Starting materials: [Br-], C=CCC(N)CC=C, CO, CCCCCCCCCCCC[N+](C)(C)CCCCl. Product: [Br-], C=CCC(CC=C)[NH2+]CCC[N+](C)(C)CCCCCCCCCCCC, [Cl-]. As a reaction SMILES: [Br-:9].[CH2:1]([CH:2]=[CH2:3])[CH:4]([CH2:5][CH:6]=[CH2:7])[NH2:8].[CH3:29][OH:30].[Cl:10][CH2:11][CH2:12][CH2:13][N+:14]([CH3:15])([CH3:16])[CH2:17][CH2:18][CH2:19][CH2:20][CH2:21][CH2:22][CH2:23][CH2:24][CH2:25][CH2:26][CH2:27][CH3:28]>>[Br-:9].[CH2:1]([CH:2]=[CH2:3])[CH:4]([CH2:5][CH:6]=[CH2:7])[NH2+:8][CH2:11][CH2:12][CH2:13][N+:14]([CH3:15])([CH3:16])[CH2:17][CH2:18][CH2:19][CH2:20][CH2:21][CH2:22][CH2:23][CH2:24][CH2:25][CH2:26][CH2:27][CH3:28].[Cl-:10].